Dataset: the Open Reaction Database (ORD), a public repository of structured organic reaction records. Task: describe an organic reaction: reactants, conditions, products, and yield The reactants are NC1=NC(C=2C=NN3C(=CCN1C32)C3=CC(=CC=C3)C(F)(F)F)=O (5-Amino-8-[3-(trifluoromethyl)phenyl]-3H,6H-1,4,5a,8a-tetraazaacenaphthylen-3-one), COC1=CC=C(C(=O)Cl)C=C1 (p-methoxybenzoyl chloride). Solvent: N1=CC=CC=C1 (pyridine). Conditions: time 16 hour. The product is COC1=CC=C(C(=O)NC2=NC(C=3C=NN4C(=CCN2C43)C4=CC(=CC=C4)C(F)(F)F)=O)C=C1 (4-Methoxy-N-[3-oxo-8-[3-(trifluoromethyl)phenyl]-3H,6H-1,4,5a,8a-tetraazaacenaphthylen-5-yl]benzamide). As a reaction SMILES: [NH2:1][C:2]1[N:12]2[C:13]3[N:8]([C:9]([C:14]4[CH:19]=[CH:18][CH:17]=[C:16]([C:20]([F:23])([F:22])[F:21])[CH:15]=4)=[CH:10][CH2:11]2)[N:7]=[CH:6][C:5]=3[C:4](=[O:24])[N:3]=1.[CH3:25][O:26][C:27]1[CH:35]=[CH:34][C:30]([C:31](Cl)=[O:32])=[CH:29][CH:28]=1>N1C=CC=CC=1>[CH3:25][O:26][C:27]1[CH:35]=[CH:34][C:30]([C:31]([NH:1][C:2]2[N:12]3[C:13]4[N:8]([C:9]([C:14]5[CH:19]=[CH:18][CH:17]=[C:16]([C:20]([F:23])([F:22])[F:21])[CH:15]=5)=[CH:10][CH2:11]3)[N:7]=[CH:6][C:5]=4[C:4](=[O:24])[N:3]=2)=[O:32])=[CH:29][CH:28]=1. Reported procedure: A 200 mg amount of 5-amino-8-[3-(trifluoro-methyl)phenyl]-3H,6H-1,4,5a,8a-tetraazaacenaphthylen-3-one (prepared as described in Example 29) was suspended in 3 ml of pyridine, then 0.2 ml of p-methoxybenzoyl chloride was added in one portion and the reaction mixture was stirred at room temperature for 16 hours. The reaction was quenched in 100 ml of water and the solid which formed was collected by filtration and washed with ether to give 164 mg of the desired product as a white solid, m.p. 271°-...